From a dataset of the Open Reaction Database (ORD), a public repository of structured organic reaction records. describe an organic reaction: reactants, conditions, products, and yield Starting materials: CC1=C(C=C(C=C1)N1CCNCC1)[N+](=O)[O-] (1-(4-methyl-3-nitro-phenyl)-piperazine), C(CCC)Br (1-butylbromide). The product is C(CCC)N1CCN(CC1)C1=CC(=C(C=C1)C)[N+](=O)[O-] (1-Butyl-4-(4-Methyl-3-nitro-phenyl)-piperazine). Reaction SMILES: [CH3:1][C:2]1[CH:7]=[CH:6][C:5]([N:8]2[CH2:13][CH2:12][NH:11][CH2:10][CH2:9]2)=[CH:4][C:3]=1[N+:14]([O-:16])=[O:15].[CH2:17](Br)[CH2:18][CH2:19][CH3:20]>>[CH2:17]([N:11]1[CH2:10][CH2:9][N:8]([C:5]2[CH:6]=[CH:7][C:2]([CH3:1])=[C:3]([N+:14]([O-:16])=[O:15])[CH:4]=2)[CH2:13][CH2:12]1)[CH2:18][CH2:19][CH3:20]. Reported procedure: Beginning with 1-(4-methyl-3-nitro-phenyl)-piperazine and 1-butylbromide, the title compound was recovered by the procedure described in Example 2. MS m/z (rel. intensity, 70 eV) 277 (M+, 23), 234 (bp), 191 (17), 70 (64), 56 (33).